This data is from the Open Reaction Database (ORD), a public repository of structured organic reaction records. The task is: describe an organic reaction: reactants, conditions, products, and yield Reactants: CC(=O)NN(Cc1ccccc1Br)c1nc(C)cc(Nc2ccc(Cl)cc2)n1, Cl, [Na+], O, O=C([O-])O. The product is Cc1cc(Nc2ccc(Cl)cc2)nc(N(N)Cc2ccccc2Br)n1. Reaction SMILES: [Br:1][c:2]1[c:3]([CH2:4][N:5]([NH:6][C:7](=[O:8])[CH3:9])[c:10]2[n:11][c:12]([CH3:24])[cH:13][c:14]([NH:16][c:17]3[cH:18][cH:19][c:20]([Cl:23])[cH:21][cH:22]3)[n:15]2)[cH:25][cH:26][cH:27][cH:28]1.[ClH:34].[Na+:29].[OH2:35].[OH:30][C:31](=[O:32])[O-:33]>>[Br:1][c:2]1[c:3]([CH2:4][N:5]([NH2:6])[c:10]2[n:11][c:12]([CH3:24])[cH:13][c:14]([NH:16][c:17]3[cH:18][cH:19][c:20]([Cl:23])[cH:21][cH:22]3)[n:15]2)[cH:25][cH:26][cH:27][cH:28]1.